Dataset: the Open Reaction Database (ORD), a public repository of structured organic reaction records. Task: describe an organic reaction: reactants, conditions, products, and yield The reactants are Cl (hydrochloric acid), FC(S(=O)(=O)OS(=O)(=O)C(F)(F)F)(F)F (Trifluoromethane sulfonic acid anhydride), ice, C(C1=CC=CC=C1)N1C[C@H](N(CC1)C(C1=CC(=CC(=C1)C(F)(F)F)C(F)(F)F)=O)CC1=CC(=C(C=C1)O)OC ((2R)-4-benzyl-1-[3,5-bis(trifluoromethyl)benzoyl]-2-(4-hydroxy-3-methoxybenzyl)piperazine), N1=C(C=CC=C1C)C (2,6-lutidine). Reagents/catalysts: CN(C1=CC=NC=C1)C (4-(dimethylamino)pyridine). The solvent is O (water), ClCCl (dichloromethane). Reaction conditions: time 2 hour. Product: FC(C=1C=C(C(=O)N2[C@@H](CN(CC2)CC2=CC=CC=C2)CC2=CC(=C(C=C2)OS(=O)(=O)C(F)(F)F)OC)C=C(C1)C(F)(F)F)(F)F (trifluoromethanesulfonic acid 4-[[(2R)-1-[3,5-bis(trifluoro-methyl)benzoyl]-4-benzylpiperazin-2-yl]methyl]-2-methoxyphenyl ester). As a reaction SMILES: FC(F)(F)S([O:6][S:7]([C:10]([F:13])([F:12])[F:11])(=[O:9])=[O:8])(=O)=O.[CH2:16]([N:23]1[CH2:28][CH2:27][N:26]([C:29](=[O:44])[C:30]2[CH:35]=[C:34]([C:36]([F:39])([F:38])[F:37])[CH:33]=[C:32]([C:40]([F:43])([F:42])[F:41])[CH:31]=2)[C@H:25]([CH2:45][C:46]2[CH:51]=[CH:50][C:49](O)=[C:48]([O:53][CH3:54])[CH:47]=2)[CH2:24]1)[C:17]1[CH:22]=[CH:21][CH:20]=[CH:19][CH:18]=1.N1C(C)=CC=CC=1C.Cl>CN(C)C1C=CN=CC=1.ClCCl.O>[F:39][C:36]([F:37])([F:38])[C:34]1[CH:35]=[C:30]([CH:31]=[C:32]([C:40]([F:41])([F:42])[F:43])[CH:33]=1)[C:29]([N:26]1[CH2:27][CH2:28][N:23]([CH2:16][C:17]2[CH:22]=[CH:21][CH:20]=[CH:19][CH:18]=2)[CH2:24][C@H:25]1[CH2:45][C:46]1[CH:51]=[CH:50][C:49]([O:6][S:7]([C:10]([F:11])([F:12])[F:13])(=[O:8])=[O:9])=[C:48]([O:53][CH3:54])[CH:47]=1)=[O:44]. Procedure: Trifluoromethane sulfonic acid anhydride (5.25 ml) was added dropwise over 30 minutes to an ice-cooled solution of (2R)-4-benzyl-1-[3,5-bis(trifluoromethyl)benzoyl]-2-(4-hydroxy-3-methoxybenzyl)piperazine (14.3 g) and 4-(dimethylamino)pyridine (0.47 g) and 2,6-lutidine (3.6 ml) in dichloromethane (150 ml) below 10° C. After being stirred at the same temperature for 2 hours, the reaction mixture was poured into water. The pH of the whole mixture was adjusted to 7 with diluted hydrochloric acid an... Reactants: C(C)(C)(C)OC(=O)N1C(\C(\C2=CC=C(C=C12)Cl)=C/C1=C(C=CC(=C1)Cl)OC1=CC=C(C=C1)OC)=O (Z-6-chloro-3-[5-chloro-2-(4-methoxy-phenoxy)-benzylidene]-2-oxo-2,3-dihydro-indole-1-carboxylic acid tert-butyl ester), FC=1C=CC(=C(C1)C=NC(=C)O[Si](C)(C)C)C (1-(5-fluoro-2-methyl-phenyl)-3-trimethylsilyoxy-2-aza-1,3-butadiene). Solvent: C1(=CC=CC=C1)C (toluene). Product: ClC1=CC=C2C(=C1)NC(C21C(NC(CC1C1=C(C=CC(=C1)Cl)OC1=CC=C(C=C1)OC)=O)C1=C(C=CC(=C1)F)C)=O (Racemic (2′S,3S,4′R)-6-chloro-4′-[5-chloro-2-(4-methoxy-phenoxy)-phenyl]-2′-(5-fluoro-2-methyl-phenyl)spiro[3H-indole-3,3′-piperidine]-2,6′(1H)-dione). The yield is 2.7%. Reaction SMILES: C(OC([N:8]1[C:16]2[C:11](=[CH:12][CH:13]=[C:14]([Cl:17])[CH:15]=2)/[C:10](=[CH:18]/[C:19]2[CH:24]=[C:23]([Cl:25])[CH:22]=[CH:21][C:20]=2[O:26][C:27]2[CH:32]=[CH:31][C:30]([O:33][CH3:34])=[CH:29][CH:28]=2)/[C:9]1=[O:35])=O)(C)(C)C.[F:36][C:37]1[CH:38]=[CH:39][C:40]([CH3:52])=[C:41]([CH:43]=[N:44][C:45]([O:47][Si](C)(C)C)=[CH2:46])[CH:42]=1>C1(C)C=CC=CC=1>[Cl:17][C:14]1[CH:15]=[C:16]2[NH:8][C:9](=[O:35])[C:10]3([CH:18]([C:19]4[CH:24]=[C:23]([Cl:25])[CH:22]=[CH:21][C:20]=4[O:26][C:27]4[CH:28]=[CH:29][C:30]([O:33][CH3:34])=[CH:31][CH:32]=4)[CH2:46][C:45](=[O:47])[NH:44][CH:43]3[C:41]3[CH:42]=[C:37]([F:36])[CH:38]=[CH:39][C:40]=3[CH3:52])[C:11]2=[CH:12][CH:13]=1. Reported procedure: In a manner similar to the method described in Example 1e, E/Z-6-chloro-3-[5-chloro-2-(4-methoxy-phenoxy)-benzylidene]-2-oxo-2,3-dihydro-indole-1-carboxylic acid tert-butyl ester (5 g, 10 mmol) was reacted with 1-(5-fluoro-2-methyl-phenyl)-3-trimethylsilyoxy-2-aza-1,3-butadiene (50 mmol) in toluene to give the title compound as a white solid (160 mg). Starting materials: CCOC(=O)CCCBr, CCOC(=O)CCCOc1ccc(C(=O)N2c3ccccc3C(N(C(=O)CC)c3ccc(Cl)cc3)CC2C)cc1, CC(=O)N(c1ccc(Cl)cc1)C1CC(C)N(C(=O)c2ccc(N(C)C)cc2)c2cc(O)ccc21. The product is CCOC(=O)COc1ccc2c(c1)N(C(=O)c1ccc(N(C)C)cc1)C(C)CC2N(C(C)=O)c1ccc(Cl)cc1. As a reaction SMILES: [Br:75][CH2:76][CH2:77][CH2:78][C:79]([O:80][CH2:81][CH3:82])=[O:83].[CH2:35]([CH3:36])[O:37][C:38]([CH2:39][CH2:40][CH2:41][O:42][c:43]1[cH:44][cH:45][c:46]([C:47]([N:48]2[c:49]3[c:50]([cH:51][cH:52][cH:53][cH:54]3)[CH:55]([N:56]([c:57]3[cH:58][cH:59][c:60]([Cl:61])[cH:62][cH:63]3)[C:64](=[O:65])[CH2:66][CH3:67])[CH2:68][CH:69]2[CH3:70])=[O:71])[cH:72][cH:73]1)=[O:74].[Cl:1][c:2]1[cH:3][cH:4][c:5]([N:8]([C:9]([CH3:10])=[O:11])[CH:12]2[CH2:13][CH:14]([CH3:34])[N:15]([C:23]([c:24]3[cH:25][cH:26][c:27]([N:30]([CH3:31])[CH3:32])[cH:28][cH:29]3)=[O:33])[c:16]3[cH:17][c:18]([OH:22])[cH:19][cH:20][c:21]32)[cH:6][cH:7]1>>[Cl:1][c:2]1[cH:3][cH:4][c:5]([N:8]([C:9]([CH3:10])=[O:11])[CH:12]2[CH2:13][CH:14]([CH3:34])[N:15]([C:23]([c:24]3[cH:25][cH:26][c:27]([N:30]([CH3:31])[CH3:32])[cH:28][cH:29]3)=[O:33])[c:16]3[cH:17][c:18]([O:22][CH2:39][C:38]([O:37][CH2:35][CH3:36])=[O:74])[cH:19][cH:20][c:21]32)[cH:6][cH:7]1. Reactants: COC(=O)C1=CC=CC2=NC3=CC=C4C(=C3N=C12)C=CC=C4OC (4-methoxy-benzo[a]phenazine-11-carboxylic acid methyl ester), CN(CC(C)N)C (1-dimethylamino-2-propylamine). Conditions: temperature 110 celsius. Product: CN(CC(C)NC(=O)C1=CC=CC2=NC3=CC=C4C(=C3N=C12)C=CC=C4OC)C (4-Methoxy-benzo[a]phenazine-11-carboxylic acid (2-dimethylamino-1-methyl-ethyl)-amide). RXN SMILES: C[O:2][C:3]([C:5]1[C:18]2[C:9](=[N:10][C:11]3[C:16]([N:17]=2)=[C:15]2[CH:19]=[CH:20][CH:21]=[C:22]([O:23][CH3:24])[C:14]2=[CH:13][CH:12]=3)[CH:8]=[CH:7][CH:6]=1)=O.[CH3:25][N:26]([CH3:31])[CH2:27][CH:28]([NH2:30])[CH3:29]>>[CH3:25][N:26]([CH3:31])[CH2:27][CH:28]([NH:30][C:3]([C:5]1[C:18]2[C:9](=[N:10][C:11]3[C:16]([N:17]=2)=[C:15]2[CH:19]=[CH:20][CH:21]=[C:22]([O:23][CH3:24])[C:14]2=[CH:13][CH:12]=3)[CH:8]=[CH:7][CH:6]=1)=[O:2])[CH3:29]. Procedure: A mixture of 4-methoxy-benzo[a]phenazine-11-carboxylic acid methyl ester (IV.1) (350 mg) and 1-dimethylamino-2-propylamine (2 mL)(commercially available) was heated to 110° C. under N2 for 4 hours. The reaction mixture was then cooled and the excess amine was removed in vacuo. The residue was then purified using flash chromatography (silica, ethyl acetate and then 25% methanol in ethyl acetate) to yield the title compound as a yellow solid (164 mg). The reactants are CC(=O)O, N#Cc1cnn(-c2ccccc2Cl)c1N, [Ni]. Yields the product Nc1c(C=O)cnn1-c1ccccc1Cl. As a reaction SMILES: [CH3:16][C:17]([OH:18])=[O:19].[NH2:1][c:2]1[c:3]([C:14]#[N:15])[cH:4][n:5][n:6]1-[c:7]1[c:8]([Cl:13])[cH:9][cH:10][cH:11][cH:12]1.[Ni:20]>>[NH2:1][c:2]1[c:3]([CH:14]=[O:18])[cH:4][n:5][n:6]1-[c:7]1[c:8]([Cl:13])[cH:9][cH:10][cH:11][cH:12]1. The reactants are BrCC=CCBr, CCCC[N+](CCCC)(CCCC)CCCC, ClCCl, [Na+], [OH-], O, OCc1ccccc1, O=S(=O)([O-])O. RXN SMILES: [Br:11][CH2:12][CH:13]=[CH:14][CH2:15][Br:16].[CH2:22]([N+:23]([CH2:24][CH2:25][CH2:26][CH3:27])([CH2:28][CH2:29][CH2:30][CH3:31])[CH2:32][CH2:33][CH2:34][CH3:35])[CH2:36][CH2:37][CH3:38].[CH2:40]([Cl:41])[Cl:42].[Na+:10].[OH-:9].[OH2:39].[OH:1][CH2:2][c:3]1[cH:4][cH:5][cH:6][cH:7][cH:8]1.[S:17](=[O:18])(=[O:19])([OH:20])[O-:21]>>[O:1]([CH2:2][c:3]1[cH:4][cH:5][cH:6][cH:7][cH:8]1)[CH2:15][CH:14]=[CH:13][CH2:12][Br:11]. The product is BrCC=CCOCc1ccccc1. Starting materials: CCCC[SnH](CCCC)CCCC (Bu3SnH), EtOAc Petroleum Ether, C(C=C)OC(=O)N1[C@@H](CC(=C1)CC(=O)OC)CO[Si](C)(C)C(C)(C)C ((2S)-N-(Allyloxycarbonyl)-2-(tert-butyldimethylsilyloxymethyl)-4-(methoxycarbonylmethyl)-2,3-dihydropyrrole), O (H2O), amine. Reagents/catalysts: Cl[Pd]([P](C1=CC=CC=C1)(C2=CC=CC=C2)C3=CC=CC=C3)([P](C4=CC=CC=C4)(C5=CC=CC=C5)C6=CC=CC=C6)Cl (PdCl2(PPh3)2). Conditions: time 5 minute. The product is [Si](C)(C)(C(C)(C)C)OC[C@H]1NC=C(C1)CC(=O)OC ((2S)-2-(tert-butyldimethylsilyloxymethyl)-4-(methoxycarbonylmethyl)-2,3-dihydropyrrole), oil. Isolated yield 67.0%. RXN SMILES: C(OC([N:7]1[CH:11]=[C:10]([CH2:12][C:13]([O:15][CH3:16])=[O:14])[CH2:9][C@H:8]1[CH2:17][O:18][Si:19]([C:22]([CH3:25])([CH3:24])[CH3:23])([CH3:21])[CH3:20])=O)C=C.O.CCCC[SnH](CCCC)CCCC>Cl[Pd](Cl)([P](C1C=CC=CC=1)(C1C=CC=CC=1)C1C=CC=CC=1)[P](C1C=CC=CC=1)(C1C=CC=CC=1)C1C=CC=CC=1>[Si:19]([O:18][CH2:17][C@@H:8]1[CH2:9][C:10]([CH2:12][C:13]([O:15][CH3:16])=[O:14])=[CH:11][NH:7]1)([C:22]([CH3:25])([CH3:24])[CH3:23])([CH3:20])[CH3:21] |^1:42,61|. Procedure details: A catalytic amount of PdCl2(PPh3)2 (84 mg, 0.12 mmol) was added to a stirred solution of the allyl carbamate 17 (1.10 g, 2.98 mmol) and H2O (0.32 mL, 17.8 mmol) in CH2C2 (36 ml). After 5 minutes stirring at room temperature, Bu3SnH (0.89 mL, 0.96 g, 3.30 mmol) was added rapidly in one portion. A slightly exothermic reaction with vigorous gas evolution immediately ensued. The mixture was stirred for 16 hours at room temperature under nitrogen at which time TLC (50% EtOAc/Petroleum Ether) revealed...